Dataset: the Open Reaction Database (ORD), a public repository of structured organic reaction records. Task: describe an organic reaction: reactants, conditions, products, and yield Starting materials: [Li]CCCC (n-BuLi), CC1(NC(CCC1)(C)C)C (2,2,6,6-teramethylpiperidine), CN(C)C=O (DMF), BrC=1C=C(C=CC1)F (3-bromofluorobenzene). Run in C1CCOC1 (THF). Conditions: time 20 minute. The product is BrC1=C(C=O)C(=CC=C1)F (2-bromo-6-fluoro-benzaldehyde). RXN SMILES: [Li]CCCC.CC1(C)CCCC(C)(C)N1.[Br:16][C:17]1[CH:18]=[C:19]([F:23])[CH:20]=[CH:21][CH:22]=1.CN([CH:27]=[O:28])C>C1COCC1>[Br:16][C:17]1[CH:22]=[CH:21][CH:20]=[C:19]([F:23])[C:18]=1[CH:27]=[O:28]. Procedure: To a solution of n-BuLi (25 mL of 1.6 M solution in hexane, 40 mmol) in THF (100 mL) is added 2,2,6,6-teramethylpiperidine (6.8 mL, 40 mmol) at −78° C. and the mixture is stirred for 20 minutes. To this is added 3-bromofluorobenzene (7.0 g, 40 mmol). After stirring for 3 hours at −78° C., DMF (15 mL, 200 mmol) is added and the mixture is warmed to room temperature and stirred for 1 hour. The mixture is quenched with 1N HCl and extracted with EtOAc. The combined extracts are dried (MgSO4) and con...